From a dataset of the Open Reaction Database (ORD), a public repository of structured organic reaction records. describe an organic reaction: reactants, conditions, products, and yield Reactants: ClC1=NC=C(C(=N1)NC1CCCCCC1)C#CCO (3-(2-chloro-4-(cycloheptylamino)pyrimidin-5-yl)prop-2-yn-1-ol), CCCC[N+](CCCC)(CCCC)CCCC.[F-] (TBAF). Solvent: C1CCOC1 (THF), C1CCOC1 (THF). Reaction conditions: temperature 63 celsius. Product: ClC=1N=CC2=C(N1)N(C(=C2)CO)C2CCCCCC2 ((2-chloro-7-cycloheptyl-7H-pyrrolo[2,3-d]pyrimidin-6-yl)methanol). The yield is 72.2%. RXN SMILES: [Cl:1][C:2]1[N:7]=[C:6]([NH:8][CH:9]2[CH2:15][CH2:14][CH2:13][CH2:12][CH2:11][CH2:10]2)[C:5]([C:16]#[C:17][CH2:18][OH:19])=[CH:4][N:3]=1.CCCC[N+](CCCC)(CCCC)CCCC.[F-]>C1COCC1>[Cl:1][C:2]1[N:3]=[CH:4][C:5]2[CH:16]=[C:17]([CH2:18][OH:19])[N:8]([CH:9]3[CH2:15][CH2:14][CH2:13][CH2:12][CH2:11][CH2:10]3)[C:6]=2[N:7]=1 |f:1.2|. Procedure: To a suspension of 3-(2-chloro-4-(cycloheptylamino)pyrimidin-5-yl)prop-2-yn-1-ol (8.64 g, 30.9 mmol) in THF (200 mL) was added a solution of TBAF in THF (1 M, 66 mL, 2.1 equiv) and the resulting mixture was heated at 63° C. for 5 h. The reaction mixture was concentrated to remove THF, diluted with EtOAc (350 mL), washed with water (140 mL) and brine (140 mL), dried over Na2SO4, filtered and concentrated. Trituration of the residue using iPrOH, CH2Cl2, and MeCN followed by column chromatography o... Starting materials: ClC1=CC(=C(C=C1)C)OC (4-Chloro-2-methoxy-1-methyl-benzene), [Cl-].[Cl-].[Cl-].[Al+3] (aluminum trichloride), ClC(C)Cl (dichloroethane), aromatic rings, C(CC)(=O)Cl (Propionyl chloride). The solvent is arene. Run at temperature 0 celsius. The product is ClC1=C(C=C(C(=C1)OC)C)C(CC)=O (1-(2-Chloro-4-methoxy-5-methly-phenyl)-propan-1-one). RXN SMILES: [Cl-].[Cl-].[Cl-].[Al+3].ClC(Cl)C.[C:9](Cl)(=[O:12])[CH2:10][CH3:11].[Cl:14][C:15]1[CH:20]=[CH:19][C:18]([CH3:21])=[C:17]([O:22][CH3:23])[CH:16]=1>>[Cl:14][C:15]1[CH:16]=[C:17]([O:22][CH3:23])[C:18]([CH3:21])=[CH:19][C:20]=1[C:9](=[O:12])[CH2:10][CH3:11] |f:0.1.2.3|. Procedure details: In a three neck round bottom flask equipped with a reflux condenser and stir bar under N2 atmosphere was added finely pulverized aluminum trichloride (8.7 g, 65.2 mmol) to dichloroethane (22 mL). The solution was chilled to 0° C. Propionyl chloride was added dropwise 4.9 mL (57 mmol)and the mixture was stirred vigorously for 10 min. 4-Chloro-2-methoxy-1-methyl-benzene (8.5 g, 54.3 mmol) was then added dropwise with cooling to maintain internal solution temperature below 20° C. For less reactive ... The reactants are NC1CCC2CN(Cc3ccccc3)CC12, O=C(O)C(C1CCCCC1)C1CCCCC1, ClCCl, On1nnc2ccccc21. Yields the product O=C(NC1CCC2CN(Cc3ccccc3)CC21)C(C1CCCCC1)C1CCCCC1. RXN SMILES: [CH2:1]([c:2]1[cH:3][cH:4][cH:5][cH:6][cH:7]1)[N:8]1[CH2:9][CH:10]2[CH:11]([CH2:12]1)[CH:13]([NH2:16])[CH2:14][CH2:15]2.[CH:17]1([CH:23]([C:24](=[O:25])[OH:26])[CH:27]2[CH2:28][CH2:29][CH2:30][CH2:31][CH2:32]2)[CH2:18][CH2:19][CH2:20][CH2:21][CH2:22]1.[Cl:43][CH2:44][Cl:45].[OH:33][n:34]1[c:35]2[cH:36][cH:37][cH:38][cH:39][c:40]2[n:41][n:42]1>>[CH2:1]([c:2]1[cH:3][cH:4][cH:5][cH:6][cH:7]1)[N:8]1[CH2:9][CH:10]2[CH:11]([CH2:12]1)[CH:13]([NH:16][C:24]([CH:23]([CH:17]1[CH2:18][CH2:19][CH2:20][CH2:21][CH2:22]1)[CH:27]1[CH2:28][CH2:29][CH2:30][CH2:31][CH2:32]1)=[O:25])[CH2:14][CH2:15]2. Starting materials: [BH4-], C1CCOC1, CCO, CC(C)(C)OC(=O)Nc1ccc(-c2ccccc2)nc1C=O, [Na+]. The product is CC(C)(C)OC(=O)Nc1ccc(-c2ccccc2)nc1CO. Reaction SMILES: [BH4-:23].[CH2:25]1[O:26][CH2:27][CH2:28][CH2:29]1.[CH3:30][CH2:31][OH:32].[CH:1](=[O:2])[c:3]1[n:4][c:5](-[c:17]2[cH:18][cH:19][cH:20][cH:21][cH:22]2)[cH:6][cH:7][c:8]1[NH:9][C:10]([O:11][C:12]([CH3:13])([CH3:14])[CH3:15])=[O:16].[Na+:24]>>[CH2:1]([OH:2])[c:3]1[n:4][c:5](-[c:17]2[cH:18][cH:19][cH:20][cH:21][cH:22]2)[cH:6][cH:7][c:8]1[NH:9][C:10]([O:11][C:12]([CH3:13])([CH3:14])[CH3:15])=[O:16]. The reactants are N1CCNCC1 (piperazine), C(CC)(=O)N (propionamide), ClC(=O)N1CCN(CC1)C(CC)=O (1-chlorocarbonyl-4-propionylpiperazine). Reagents/catalysts: II (iodine). Run in C=1(C(=CC=CC1)C)C (xylene). The product is Cl.C(CC)(=O)N1CCNCC1 (1-propionylpiperazine hydrochloride). Reaction SMILES: [Cl:1]C([N:4]1[CH2:9][CH2:8][N:7]([C:10](=[O:13])[CH2:11][CH3:12])[CH2:6][CH2:5]1)=O.N1CCNCC1.C(N)(=O)CC>C1(C)C(C)=CC=CC=1.II>[ClH:1].[C:10]([N:7]1[CH2:8][CH2:9][NH:4][CH2:5][CH2:6]1)(=[O:13])[CH2:11][CH3:12] |f:5.6|. Reported procedure: The 1-chlorocarbonyl-4-propionylpiperazine used as starting material can be prepared as follows. Anhydrous piperazine (120 g.) and propionamide (m.p. 80° C., 102 g.) in anhydrous xylene (100 cm3) are heated under reflux for 48 hours in the presence of iodine (0.9 g.) to give 1-propionylpiperazine hydrochloride (153.0 g.), m.p. 165° C. 1-Propionylpiperazine is liberated from its hydrochloride by the action of an excess of ammonia in diethyl ether. The ammonium chloride formed is separated by filt... Starting materials: FC1=CC(=C(C=O)C=C1)[N+](=O)[O-] (4-fluoro-2-nitro benzaldehyde), C(C)(C)N (isopropyl amine), CO (MeOH). Reagents/catalysts: [Pd] (Pd on charcoal). Conditions: time 2 hour. Yields the product NC1=C(C=CC(=C1)F)N(C(C)C)C ((2-amino-4-fluorophenyl)-N-(1-methylethyl)-methylamine). RXN SMILES: [F:1][C:2]1[CH:9]=[CH:8][C:5](C=O)=[C:4]([N+:10]([O-])=O)[CH:3]=1.[CH:13]([NH2:16])([CH3:15])[CH3:14].[CH3:17]O>[Pd]>[NH2:10][C:4]1[CH:3]=[C:2]([F:1])[CH:9]=[CH:8][C:5]=1[N:16]([CH3:17])[CH:13]([CH3:15])[CH3:14]. Reported procedure: To a solution of 4-fluoro-2-nitro benzaldehyde (3.76 g, 25 mmol) in dry MeOH (120 ml), was added isopropyl amine (2.1 ml, 25 mmol) and the mixture stirred for 2 hours at room temperature in Argon atmosphere. Then it was then transferred into a Parr bottle containing 5% Pd on charcoal (246 mg) under Argon and hydrogenated at 30 psi for 18 hours. The suspension was filtered over a celite pad, washed with MeOH and evaporated at reduced pressure to afford (2-amino-4-fluorophenyl)-N-(1-methylethyl)-m... Starting materials: CCOc1ccc(F)cc1Br, C1CCOC1, [Li]CCCC, COB(OC)OC, CC(=O)O, O, OO. Yields the product CCOc1ccc(F)cc1O. Reaction SMILES: [Br:1][c:2]1[c:3]([O:9][CH2:10][CH3:11])[cH:4][cH:5][c:6]([F:8])[cH:7]1.[CH2:26]1[O:27][CH2:28][CH2:29][CH2:30]1.[CH3:12][CH2:13][CH2:14][CH2:15][Li:16].[CH3:17][O:18][B:19]([O:20][CH3:21])[O:22][CH3:23].[CH3:32][C:33](=[O:34])[OH:35].[OH2:31].[OH:24][OH:25]>>[c:2]1([OH:18])[c:3]([O:9][CH2:10][CH3:11])[cH:4][cH:5][c:6]([F:8])[cH:7]1. The reactants are Cc1cc(C)c(C)c(S(=O)(=O)[O-])c1, [NH2-], N, [Na+], [Na]. The product is Cc1cc(C)c(C)c(N)c1. Reaction SMILES: [CH3:1][c:2]1[c:3]([S:10]([O-:11])(=[O:12])=[O:13])[cH:4][c:5]([CH3:9])[cH:6][c:7]1[CH3:8].[NH2-:16].[NH3:17].[Na+:14].[Na:15]>>[CH3:1][c:2]1[c:3]([NH2:16])[cH:4][c:5]([CH3:9])[cH:6][c:7]1[CH3:8]. Run in C1(=CC=CC=C1)C (toluene). The product is C1(=CC=CC=C1)P(C1C(C2C(OC(C2)=O)C1)CP(C1=CC=CC=C1)C1=CC=CC=C1)C1=CC=CC=C1 (5-diphenylphosphanyl-4-[(diphenylphosphanyl)methyl]hexahydrocyclopenta[b]furan-2-one). Procedure: To a 25 mL-recovery flask were added (3aR,4S,5S,6aS)-(5-diphenylphosphanyl-4-[(diphenylphosphanyl)methyl]hexahydrocyclopenta[b]furan-2-one-borane complex (Compound 3, 1.0 mmol) and 1,4-diazobicyclo[2,2,2]octane (DABCO, 0.25 g, 2.2 mmol), and the atmosphere in the flask was substituted with nitrogen. The mixture was added with 10 mL of deoxygenized toluene, and stirred at 40° C. for 3 hours. The solvent was concentrated in an evaporator, and the residue was purified by silica gel column chromatog... Isolated yield 85.0%. Reaction conditions: temperature 40 celsius, time 3 hour. As a reaction SMILES: [C:1]1([P:7]([C:31]2[CH:36]=[CH:35][CH:34]=[CH:33][CH:32]=2)[C@H:8]2[CH2:16][C@@H:11]3[O:12][C:13](=[O:15])[CH2:14][C@@H:10]3[C@H:9]2[CH2:17][P:18]([C:25]2[CH:30]=[CH:29][CH:28]=[CH:27][CH:26]=2)[C:19]2[CH:24]=[CH:23][CH:22]=[CH:21][CH:20]=2)[CH:6]=[CH:5][CH:4]=[CH:3][CH:2]=1.B.C1N2CCN(CC2)C1>C1(C)C=CC=CC=1>[C:31]1([P:7]([C:1]2[CH:6]=[CH:5][CH:4]=[CH:3][CH:2]=2)[CH:8]2[CH2:16][CH:11]3[O:12][C:13](=[O:15])[CH2:14][CH:10]3[CH:9]2[CH2:17][P:18]([C:19]2[CH:20]=[CH:21][CH:22]=[CH:23][CH:24]=2)[C:25]2[CH:26]=[CH:27][CH:28]=[CH:29][CH:30]=2)[CH:36]=[CH:35][CH:34]=[CH:33][CH:32]=1 |f:0.1|. The reactants are C1(=CC=CC=C1)P([C@@H]1[C@@H]([C@@H]2[C@@H](OC(C2)=O)C1)CP(C1=CC=CC=C1)C1=CC=CC=C1)C1=CC=CC=C1.B ((3aR,4S,5S,6aS)-5-diphenylphosphanyl-4-[(diphenylphosphanyl)methyl]hexahydrocyclopenta[b]furan-2-one borane), C1(=CC=CC=C1)P([C@@H]1[C@@H]([C@@H]2[C@@H](OC(C2)=O)C1)CP(C1=CC=CC=C1)C1=CC=CC=C1)C1=CC=CC=C1.B ((3aR,4S,5S,6aS)-5-diphenylphosphanyl-4-[(diphenylphosphanyl)methyl]hexahydrocyclopenta[b]furan-2-one borane), C1CN2CCN1CC2 (1,4-diazobicyclo[2,2,2]octane).